This data is from the Open Reaction Database (ORD), a public repository of structured organic reaction records. The task is: describe an organic reaction: reactants, conditions, products, and yield Reactants: CC1=NOC(=C1C=1C=C(C2=C(NC(N2)=O)C1)C(=O)OC)C (Methyl 6-(3,5-dimethylisoxazol-4-yl)-2-oxo-2,3-dihydro-1H-benzo[d]imidazole-4-carboxylate), C(C)(C)[Mg]Br (isopropylmagnesium bromide). The solvent is C1CCOC1 (THF). Product: CC1=NOC(=C1C=1C=C(C2=C(NC(N2)=O)C1)C(C(C)C)=O)C (6-(3,5-dimethylisoxazol-4-yl)-4-isobutyryl-1H-benzo[d]imidazol-2(3H)-one). Reaction SMILES: [CH3:1][C:2]1[C:6]([C:7]2[CH:8]=[C:9]([C:17]([O:19]C)=O)[C:10]3[NH:14][C:13](=[O:15])[NH:12][C:11]=3[CH:16]=2)=[C:5]([CH3:21])[O:4][N:3]=1.[CH:22]([Mg]Br)([CH3:24])[CH3:23]>C1COCC1>[CH3:1][C:2]1[C:6]([C:7]2[CH:8]=[C:9]([C:17](=[O:19])[CH:22]([CH3:24])[CH3:23])[C:10]3[NH:14][C:13](=[O:15])[NH:12][C:11]=3[CH:16]=2)=[C:5]([CH3:21])[O:4][N:3]=1. Procedure details: Methyl 6-(3,5-dimethylisoxazol-4-yl)-2-oxo-2,3-dihydro-1H-benzo[d]imidazole-4-carboxylate (100 mg, 0.35 mmol) was dissolved in 5 mL of THF and stirred at room temperature followed by the addition of isopropylmagnesium bromide (0.87 mL, 2.0 mmol). Addition Grignard was added in 1 hour intervals until the starting material was consumed. Once complete, the crude reaction mixture was quenched with DI water and extracted 3× with ethyl acetate. Combined organic layers were washed with brine, dried ove... Reactants: C(CCCCCCCCCC)C=1NC2=CC(=CC=C2C1)C(=O)O (2-(n-undecyl)indole-6-carboxylic acid), Cl (hydrochloric acid). Solvent: C(CCC)O (n-butanol). Product: C(CCCCCCCCCC)C=1NC2=CC(=CC=C2C1)C(=O)OCCCC (n-butyl 2-(n-undecyl)-indole-6-carboxylate). Isolated yield 127.9%. RXN SMILES: [CH2:1]([C:12]1[NH:13][C:14]2[C:19]([CH:20]=1)=[CH:18][CH:17]=[C:16]([C:21]([OH:23])=[O:22])[CH:15]=2)[CH2:2][CH2:3][CH2:4][CH2:5][CH2:6][CH2:7][CH2:8][CH2:9][CH2:10][CH3:11].Cl>C(O)CCC>[CH2:1]([C:12]1[NH:13][C:14]2[C:19]([CH:20]=1)=[CH:18][CH:17]=[C:16]([C:21]([O:23][CH2:12][CH2:1][CH2:2][CH3:3])=[O:22])[CH:15]=2)[CH2:2][CH2:3][CH2:4][CH2:5][CH2:6][CH2:7][CH2:8][CH2:9][CH2:10][CH3:11]. Procedure details: A solution of 2-(n-undecyl)indole-6-carboxylic acid (15.0 g) in n-butanol (100 ml) containing aqueous hydrochloric acid (10 ml, of strength 36.5% w/v) was heated on a steam bath for 16 hours. The solution was concentrated in vacuo to approximately half of its volume and the solid which crystallised on cooling was collected and washed with light petroleum ether (b.p. 40°-60° C.) to give n-butyl 2-(n-undecyl)-indole-6-carboxylate (11.3 g), in the form of white crystals, m.p. 73°-76° C. Reactants: FC=1C=C(C=CC1)C1=C2/C(/C(NC2=CC=C1)=O)=C/C1=C(C(=C(N1)C)C(=O)O)C (5-[4-(3-fluoro-phenyl)-2-oxo-1,2-dihydro-indol-(3Z)-ylidenemethyl]-2,4-dimethyl-1H-pyrrole-3-carboxylic acid), C(CCl)Cl (EDC), C=1C=CC2=C(C1)N=NN2O (HOBt), TEA, C1(CC1)CNC[C@H]1NCCC1 (cyclopropylmethyl-(S)-1-pyrrolidin-2-ylmethyl-amine). Run in C(Cl)Cl (DCM), CN(C)C=O (DMF). Conditions: time 20 hour. Product: C1(CC1)CNC[C@H]1N(CCC1)C(=O)C=1C(=C(NC1C)\C=C\1/C(NC2=CC=CC(=C12)C1=CC(=CC=C1)F)=O)C (3-[1-(4-{(S)-2-[(Cyclopropylmethyl-amino)-methyl]-pyrrolidine-1-carbonyl}-3,5-dimethyl-1H-pyrrol-2-yl)-meth-(Z)-ylidene]-4-(3-fluoro-phenyl)-1,3-dihydro-indol-2-one). RXN SMILES: [F:1][C:2]1[CH:3]=[C:4]([C:8]2[CH:16]=[CH:15][CH:14]=[C:13]3[C:9]=2/[C:10](=[CH:18]/[C:19]2[NH:23][C:22]([CH3:24])=[C:21]([C:25](O)=[O:26])[C:20]=2[CH3:28])/[C:11](=[O:17])[NH:12]3)[CH:5]=[CH:6][CH:7]=1.C(Cl)CCl.C1C=CC2N(O)N=NC=2C=1.[CH:43]1([CH2:46][NH:47][CH2:48][C@@H:49]2[CH2:53][CH2:52][CH2:51][NH:50]2)[CH2:45][CH2:44]1>CN(C=O)C.C(Cl)Cl>[CH:43]1([CH2:46][NH:47][CH2:48][C@@H:49]2[CH2:53][CH2:52][CH2:51][N:50]2[C:25]([C:21]2[C:20]([CH3:28])=[C:19](/[CH:18]=[C:10]3\[C:11](=[O:17])[NH:12][C:13]4[C:9]\3=[C:8]([C:4]3[CH:5]=[CH:6][CH:7]=[C:2]([F:1])[CH:3]=3)[CH:16]=[CH:15][CH:14]=4)[NH:23][C:22]=2[CH3:24])=[O:26])[CH2:44][CH2:45]1. Procedure: To a solution of 5-[4-(3-fluoro-phenyl)-2-oxo-1,2-dihydro-indol-(3Z)-ylidenemethyl]-2,4-dimethyl-1H-pyrrole-3-carboxylic acid (70 mg, 0.185 mmol), EDC (70 mg, 0.37 mmol), HOBt (26 mg, 0.19 mmol) in DMF (4 mL) was added TEA (0.08 mL) and cyclopropylmethyl-(S)-1-pyrrolidin-2-ylmethyl-amine (0.05 mL, 0.37 mmol). The mixture was stirred at rt for 20 hours. The reaction was diluted with DCM, washed with water, NaHCO3, dried and concentrated. The residue was purified on a silica gel column to give the...